Dataset: the Open Reaction Database (ORD), a public repository of structured organic reaction records. Task: describe an organic reaction: reactants, conditions, products, and yield Starting materials: ligroin, C(C)OC(CC=1C(=NN2C1N=CC=C2)C2=CC=C(C=C2)Cl)=O (2(4-chlorophenyl)pyrazolo[1,5-a]pyrimidine-3-acetic acid ethyl ester), S(=O)(=O)(Cl)Cl (sulfuryl chloride), crude residue, mixed product. Solvent: C(Cl)Cl (methylene chloride). Conditions: temperature 0 celsius. Yields the product C(C)OC(CC=1C(=NN2C1N=CC(=C2)Cl)C2=CC=C(C=C2)Cl)=O (6-Chloro-2-(4-chlorophenyl)pyrazolo[1,5-a]pyrimidine-3-acetic acid ethyl ester). Yield: 37.1%. Reaction SMILES: [CH2:1]([O:3][C:4](=[O:22])[CH2:5][C:6]1[C:7]([C:15]2[CH:20]=[CH:19][C:18]([Cl:21])=[CH:17][CH:16]=2)=[N:8][N:9]2[CH:14]=[CH:13][CH:12]=[N:11][C:10]=12)[CH3:2].S(Cl)([Cl:26])(=O)=O>C(Cl)Cl>[CH2:1]([O:3][C:4](=[O:22])[CH2:5][C:6]1[C:7]([C:15]2[CH:16]=[CH:17][C:18]([Cl:21])=[CH:19][CH:20]=2)=[N:8][N:9]2[CH:14]=[C:13]([Cl:26])[CH:12]=[N:11][C:10]=12)[CH3:2]. Procedure details: A solution of 3.2 g (0.01 mole) of 2(4-chlorophenyl)pyrazolo[1,5-a]pyrimidine-3-acetic acid ethyl ester in 30 ml of methylene chloride was stirred under nitrogen and cooled to 0° C. in an ice bath. The cooled reaction solution was treated with 1.4 g (0.84 ml) (0.01 mole) of sulfuryl chloride and the reaction was allowed to warm to room temperature. The reaction mixture was concentrated in vacuo and the residue dissolved in 20 ml of methylene chloride, and washed successively with water, saturate... Starting materials: CC(C)=O, COc1ccc(SCC(OC)OC)cc1, Cl. Yields the product COc1ccc(SCC=O)cc1. Reaction SMILES: [CH3:17][C:18](=[O:19])[CH3:20].[CH3:1][O:2][CH:3]([CH2:4][S:5][c:6]1[cH:7][cH:8][c:9]([O:12][CH3:13])[cH:10][cH:11]1)[O:14][CH3:15].[ClH:16]>>[O:2]=[CH:3][CH2:4][S:5][c:6]1[cH:7][cH:8][c:9]([O:12][CH3:13])[cH:10][cH:11]1.